From a dataset of the Open Reaction Database (ORD), a public repository of structured organic reaction records. describe an organic reaction: reactants, conditions, products, and yield Starting materials: COCCN(C=1C=C(C(=O)O)C=C(N1)N(S(=O)(=O)C)C)C[C@H]1[C@@H](C1)C (2-{(2-methoxyethyl)[(trans-2-methylcyclopropyl)methyl]amino}-6-[methyl(methylsulfonyl)amino]isonicotinic acid), C(C)(C)N(CC)C(C)C (diisopropylethyl amine), C(=O)(OC(C)(C)C)NN (Boc-hydrazine), C1=CC2=C(N=C1)N(N=N2)O (HOAt), C(CCl)Cl (EDC). Run in CCOC(=O)C (EtOAc), C(Cl)Cl (DCM). Reaction conditions: time 16 hour. Yields the product COCCN(C=1C=C(C(=O)NNC(=O)OC(C)(C)C)C=C(N1)N(S(=O)(=O)C)C)C[C@H]1[C@@H](C1)C (tert-butyl 2-{2-{(2-methoxyethyl)[(trans-2-methylcyclopropyl)methyl]amino}-6-[methyl(methylsulfonyl)amino]isonicotinoyl}hydrazinecarboxylate). RXN SMILES: [CH3:1][O:2][CH2:3][CH2:4][N:5]([CH2:21][C@@H:22]1[CH2:24][C@H:23]1[CH3:25])[C:6]1[CH:7]=[C:8]([CH:12]=[C:13]([N:15]([CH3:20])[S:16]([CH3:19])(=[O:18])=[O:17])[N:14]=1)[C:9](O)=[O:10].C(N(C(C)C)CC)(C)C.[C:35]([NH:42][NH2:43])([O:37][C:38]([CH3:41])([CH3:40])[CH3:39])=[O:36].C1C=NC2N(O)N=NC=2C=1.C(Cl)CCl>C(Cl)Cl.CCOC(C)=O>[CH3:1][O:2][CH2:3][CH2:4][N:5]([CH2:21][C@@H:22]1[CH2:24][C@H:23]1[CH3:25])[C:6]1[CH:7]=[C:8]([CH:12]=[C:13]([N:15]([CH3:20])[S:16]([CH3:19])(=[O:17])=[O:18])[N:14]=1)[C:9]([NH:43][NH:42][C:35]([O:37][C:38]([CH3:41])([CH3:40])[CH3:39])=[O:36])=[O:10]. Reported procedure: To a solution of 2-{(2-methoxyethyl)[(trans-2-methylcyclopropyl)methyl]amino}-6-[methyl(methylsulfonyl)amino]isonicotinic acid (14.05 g, 37.8 mmol) in DCM (150 mL) was added diisopropylethyl amine (7.91 mL, 45.4 mmol), Boc-hydrazine (6 g, 45.4 mmol), HOAt (1.03 g, 7.6 mmol) and EDC (8.7 g, 45.4 mmol), and the reaction mixture was stirred at rt for 16 h. The reaction mixture was diluted with EtOAc, washed with 10% KHSO4, aq NaHCO3 and brine, dried over sodium sulfate, concentrated in vacuo, and p...